The task is: describe an organic reaction: reactants, conditions, products, and yield. This data is from the Open Reaction Database (ORD), a public repository of structured organic reaction records. Reactants: C1CCOC1, [Li]CCCC, CC(C)NC(C)C, COC=O, Clc1cncc(Cl)c1, [Na+], O=C([O-])O. Product: O=Cc1c(Cl)cncc1Cl. Reaction SMILES: [CH2:30]1[O:31][CH2:32][CH2:33][CH2:34]1.[CH3:8][CH2:9][CH2:10][CH2:11][Li:12].[CH:1]([NH:2][CH:3]([CH3:4])[CH3:5])([CH3:6])[CH3:7].[CH:21](=[O:22])[O:23][CH3:24].[Cl:13][c:14]1[cH:15][n:16][cH:17][c:18]([Cl:20])[cH:19]1.[Na+:29].[O-:25][C:26]([OH:27])=[O:28]>>[Cl:13][c:14]1[cH:15][n:16][cH:17][c:18]([Cl:20])[c:19]1[CH:21]=[O:22]. Starting materials: O=C1N(CCC2=CC=CC=C12)C(C(C(=O)OC(C)(C)C)NC(=O)C)C(CNS(=O)(=O)C1=CC=CC=C1)O (3-(1,2,3,4-tetrahydro-1-oxo-isoquinoline-2-yl)-acetamino-5-benzenesulfonylamino-4-hydroxy-pentanoic acid, tert-butyl ester), CC(=O)OI1(C2=CC=CC=C2C(=O)O1)(OC(=O)C)OC(=O)C (1.1.1-triacetoxy-1.1-dihydro-1.2-benziodoxol-3-(1H)-one). The solvent is CCOCC (ether), ClCCl (dichloromethane). Yields the product O=C1N(CCC2=CC=CC=C12)C(C(C(=O)OC(C)(C)C)NC(=O)C)C(CNS(=O)(=O)C1=CC=CC=C1)=O (3-(1,2,3,4-tetrahydro-1-oxo-isoquinoline-2-yl)-acetamino-5-benzenesulfonylamino-4-oxo-pentanoic acid, tert-butyl ester). Isolated yield 50.0%. RXN SMILES: [O:1]=[C:2]1[C:11]2[C:6](=[CH:7][CH:8]=[CH:9][CH:10]=2)[CH2:5][CH2:4][N:3]1[CH:12]([CH:25]([OH:37])[CH2:26][NH:27][S:28]([C:31]1[CH:36]=[CH:35][CH:34]=[CH:33][CH:32]=1)(=[O:30])=[O:29])[CH:13]([NH:21][C:22]([CH3:24])=[O:23])[C:14]([O:16][C:17]([CH3:20])([CH3:19])[CH3:18])=[O:15].CC(OI1(OC(C)=O)(OC(C)=O)OC(=O)C2C1=CC=CC=2)=O>ClCCl.CCOCC>[O:1]=[C:2]1[C:11]2[C:6](=[CH:7][CH:8]=[CH:9][CH:10]=2)[CH2:5][CH2:4][N:3]1[CH:12]([C:25](=[O:37])[CH2:26][NH:27][S:28]([C:31]1[CH:36]=[CH:35][CH:34]=[CH:33][CH:32]=1)(=[O:30])=[O:29])[CH:13]([NH:21][C:22]([CH3:24])=[O:23])[C:14]([O:16][C:17]([CH3:20])([CH3:19])[CH3:18])=[O:15]. Procedure details: To 3-(1,2,3,4-tetrahydro-1-oxo-isoquinoline-2-yl)-acetamino-5-benzenesulfonylamino-4-hydroxy-pentanoic acid, tert-butyl ester (0.9 g, 1.7 mMol) in 20 mL of dichloromethane was added 1.1.1-triacetoxy-1.1-dihydro-1.2-benziodoxol-3-(1H)-one (Dess Martin periodinane, 1.08 g, 2.5 mMol). After 2 hours at room temperature the reaction mixture was diluted with ether, filtered, washed with sodium hydrogen carbonate and water, dried over sodium sulfate, and concentrated under reduced pressure. Chromatogra... Reactants: C(=O)(C(F)(F)F)O (TFA), OC1=C(C(=O)N)C=C(C=C1)N1CCOCC1 (2-hydroxy-5-(morpholin-4-yl)benzamide), C(=O)(OC(C)(C)C)N1CCC(CC1)=O (1-Boc-4-piperidone), N1CCOCC1 (morpholine). The solvent is ClCCl (dichloromethane), CO (MeOH). Product: C(C)(C)(C)OC(=O)N1CCC2(CC1)OC1=C(C(N2)=O)C=C(C=C1)N1CCOCC1 (1′-(tert-butyloxycarbonyl)-6-(morpholin-4-yl)spiro[1,3-benzoxazine-2,4′-piperidine]-4(3H)-one). Yield: 56.5%. As a reaction SMILES: [OH:1][C:2]1[CH:10]=[CH:9][C:8]([N:11]2[CH2:16][CH2:15][O:14][CH2:13][CH2:12]2)=[CH:7][C:3]=1[C:4]([NH2:6])=[O:5].[C:17]([N:24]1[CH2:29][CH2:28][C:27](=O)[CH2:26][CH2:25]1)([O:19][C:20]([CH3:23])([CH3:22])[CH3:21])=[O:18].N1CCOCC1.C(O)(C(F)(F)F)=O>CO.ClCCl>[C:20]([O:19][C:17]([N:24]1[CH2:29][CH2:28][C:27]2([NH:6][C:4](=[O:5])[C:3]3[CH:7]=[C:8]([N:11]4[CH2:12][CH2:13][O:14][CH2:15][CH2:16]4)[CH:9]=[CH:10][C:2]=3[O:1]2)[CH2:26][CH2:25]1)=[O:18])([CH3:23])([CH3:21])[CH3:22]. Procedure: A mixture of 50 mg (0.23 mmol) of 2-hydroxy-5-(morpholin-4-yl)benzamide, 59 mg (0.30 mmol) of 1-Boc-4-piperidone, and 40 μL of morpholine in 3 mL of MeOH is refluxed for 6 days. Removal of solvent by rotoevaporation and purification by preparative TLC gives 53 mg (0.13 mmol, 57% yield) of 1′-(tert-butyloxycarbonyl)-6-(morpholin-4-yl)spiro[1,3-benzoxazine-2,4′-piperidine]-4(3H)-one which on treatment with 40% TFA in dichloromethane at room temperature for 2 hr. gives the bis-TFA salt of 6-(morpho...